Dataset: the Open Reaction Database (ORD), a public repository of structured organic reaction records. Task: describe an organic reaction: reactants, conditions, products, and yield Starting materials: [Al+3], CC(C)CCn1c(=O)n(CCC(C)C)c2cc(C(=O)O)ccc21, CC(C)CCOC(=O)Cc1ccccc1OCCC(C)C, ClCCl, CN(C)C=O, [Cl-], [Cl-], [Cl-], O=C(Cl)C(=O)Cl, O. Yields the product CC(C)CCOC(=O)Cc1cc(C(=O)c2ccc3c(c2)n(CCC(C)C)c(=O)n3CCC(C)C)ccc1OCCC(C)C. RXN SMILES: [Al+3:31].[CH2:1]([CH2:2][CH:3]([CH3:4])[CH3:5])[n:6]1[c:7](=[O:23])[n:8]([CH2:18][CH2:19][CH:20]([CH3:21])[CH3:22])[c:9]2[c:10]1[cH:11][cH:12][c:13]([C:15](=[O:16])[OH:17])[cH:14]2.[CH2:34]([CH2:35][CH:36]([CH3:37])[CH3:38])[O:39][c:40]1[c:41]([CH2:46][C:47](=[O:48])[O:49][CH2:50][CH2:51][CH:52]([CH3:53])[CH3:54])[cH:42][cH:43][cH:44][cH:45]1.[CH2:55]([Cl:56])[Cl:57].[CH3:59][N:60]([CH3:61])[CH:62]=[O:63].[Cl-:30].[Cl-:32].[Cl-:33].[Cl:24][C:25]([C:26]([Cl:27])=[O:28])=[O:29].[OH2:58]>>[CH2:1]([CH2:2][CH:3]([CH3:4])[CH3:5])[n:6]1[c:7](=[O:23])[n:8]([CH2:18][CH2:19][CH:20]([CH3:21])[CH3:22])[c:9]2[c:10]1[cH:11][cH:12][c:13]([C:15](=[O:16])[c:43]1[cH:42][c:41]([CH2:46][C:47](=[O:48])[O:49][CH2:50][CH2:51][CH:52]([CH3:53])[CH3:54])[c:40]([O:39][CH2:34][CH2:35][CH:36]([CH3:37])[CH3:38])[cH:45][cH:44]1)[cH:14]2. Product: C(C)(=O)NC1=CC=C(OC2=CC=C(C=C2)NC(=O)C2=CC=C(C=C2)C2=C(C=CC(=C2)C=2OC(=NN2)C)C)C=C1 (N-[4-(4-Acetylaminophenoxy)phenyl]-2′-methyl-5′-(5-methyl-1,3,4-oxadiazol-2-yl)-1,1′-biphenyl-4-carboxamide). Procedure details: N-[4-(4-Acetylaminophenoxy)phenyl]-2′-methyl-5′-(5-methyl-1,3,4-oxadiazol-2-yl)-1,1′-biphenyl-4-carboxamide was prepared from 2′-methyl-5′-(5-methyl-1,3,4-oxadiazol-2-yl)-1,1′-biphenyl-4-carboxylic acid and 4-(acetylaminophenoxy)aniline using method I. LCMS; retention time 3.42 min, MH+ 519. Reactants: CC1=C(C=C(C=C1)C=1OC(=NN1)C)C1=CC=C(C=C1)C(=O)O (2′-methyl-5′-(5-methyl-1,3,4-oxadiazol-2-yl)-1,1′-biphenyl-4-carboxylic acid), C(C)(=O)NC1=C(OC2=CC=C(N)C=C2)C=CC=C1 (4-(acetylaminophenoxy)aniline). RXN SMILES: [CH3:1][C:2]1[CH:7]=[CH:6][C:5]([C:8]2[O:9][C:10]([CH3:13])=[N:11][N:12]=2)=[CH:4][C:3]=1[C:14]1[CH:19]=[CH:18][C:17]([C:20](O)=[O:21])=[CH:16][CH:15]=1.C(N[C:27]1[CH:40]=[CH:39][CH:38]=[CH:37][C:28]=1[O:29][C:30]1[CH:36]=[CH:35][C:33]([NH2:34])=[CH:32][CH:31]=1)(=O)C>>[C:8]([NH:12][C:39]1[CH:40]=[CH:27][C:28]([O:29][C:30]2[CH:31]=[CH:32][C:33]([NH:34][C:20]([C:17]3[CH:18]=[CH:19][C:14]([C:3]4[CH:4]=[C:5]([C:8]5[O:9][C:10]([CH3:13])=[N:11][N:12]=5)[CH:6]=[CH:7][C:2]=4[CH3:1])=[CH:15][CH:16]=3)=[O:21])=[CH:35][CH:36]=2)=[CH:37][CH:38]=1)(=[O:9])[CH3:5]. As a reaction SMILES: [BH4-:1].[CH3:26][N:27]([CH3:28])[CH:29]=[O:30].[Cl:31][CH2:32][CH2:33][Cl:34].[Cl:3][c:4]1[c:5]([CH:11]=[C:12]([C:13]([C:14]([CH3:15])([CH3:16])[CH3:17])=[O:18])[n:19]2[n:20][cH:21][n:22][cH:23]2)[cH:6][cH:7][c:8]([Cl:10])[cH:9]1.[ClH:24].[Na+:2].[OH2:25]>>[Cl:3][c:4]1[c:5]([CH:11]=[C:12]([CH:13]([C:14]([CH3:15])([CH3:16])[CH3:17])[OH:18])[n:19]2[n:20][cH:21][n:22][cH:23]2)[cH:6][cH:7][c:8]([Cl:10])[cH:9]1. Product: CC(C)(C)C(O)C(=Cc1ccc(Cl)cc1Cl)n1cncn1. Reactants: [BH4-], CN(C)C=O, ClCCCl, CC(C)(C)C(=O)C(=Cc1ccc(Cl)cc1Cl)n1cncn1, Cl, [Na+], O. Starting materials: ClC1=NC(=NC(=N1)C1=CC(=CC=C1)Cl)CC (2-chloro-4-(3-chlorophenyl)-6-ethyl-1,3,5-triazine), COCCC1=CC=C(N)C=C1 (4-(2-methoxyethyl)aniline). Solvent: C([O-])(O)=O.[Na+] (sodium bicarbonate), C(C)(=O)O (acetic acid). Run at temperature 75 celsius. The product is ClC=1C=C(C=CC1)C1=NC(=NC(=N1)CC)NC1=CC=C(C=C1)CCOC (4-(3-Chlorophenyl)-6-ethyl-N-(4-(2-methoxyethyl)phenyl)-1,3,5-triazin-2-amine). The yield is 62.2%. As a reaction SMILES: Cl[C:2]1[N:7]=[C:6]([C:8]2[CH:13]=[CH:12][CH:11]=[C:10]([Cl:14])[CH:9]=2)[N:5]=[C:4]([CH2:15][CH3:16])[N:3]=1.[CH3:17][O:18][CH2:19][CH2:20][C:21]1[CH:27]=[CH:26][C:24]([NH2:25])=[CH:23][CH:22]=1>C(O)(=O)C.C(=O)(O)[O-].[Na+]>[Cl:14][C:10]1[CH:9]=[C:8]([C:6]2[N:5]=[C:4]([CH2:15][CH3:16])[N:3]=[C:2]([NH:25][C:24]3[CH:23]=[CH:22][C:21]([CH2:20][CH2:19][O:18][CH3:17])=[CH:27][CH:26]=3)[N:7]=2)[CH:13]=[CH:12][CH:11]=1 |f:3.4|. Procedure details: A mixture of 2-chloro-4-(3-chlorophenyl)-6-ethyl-1,3,5-triazine (0.105 g, 0.41 mmol) and 4-(2-methoxyethyl)aniline (0.075 g, 0.49 mmol) were suspended in acetic acid (1 mL) and the mixture was heated at 75° C. for 3 h. After this time, the reaction was cooled, diluted with saturated aqueous sodium bicarbonate, and extracted with ethyl acetate. The combined organic layer was dried over anhydrous sodium sulfate, filtered, and the filtrate was concentrated. The residue was purified by column chroma... Starting materials: ClC1=C(C(=O)Cl)C=CC(=C1)S(=O)(=O)C (2-chloro-4-methylsulfonylbenzoyl chloride), ClC1=CC(=C(C=C1)O)C (4-chloro-2-methylphenol), [Cl-].[Al+3].[Cl-].[Cl-] (aluminum chloride), ice, Cl (hydrochloric acid). Solvent: ClC(C(Cl)Cl)Cl (1,1,2,2-tetra chloroethane). The product is ClC1=C(C(=O)C2=C(C(=CC(=C2)Cl)C)O)C=CC(=C1)S(=O)(=O)C (2,5′-dichloro-2′-hydroxy-3′-methyl-4-methylsulfonylbenzophenone). The yield is 58.5%. As a reaction SMILES: [Cl:1][C:2]1[CH:10]=[C:9]([S:11]([CH3:14])(=[O:13])=[O:12])[CH:8]=[CH:7][C:3]=1[C:4](Cl)=[O:5].[Cl:15][C:16]1[CH:21]=[CH:20][C:19]([OH:22])=[C:18]([CH3:23])[CH:17]=1.[Cl-].[Al+3].[Cl-].[Cl-].Cl>ClC(Cl)C(Cl)Cl>[Cl:1][C:2]1[CH:10]=[C:9]([S:11]([CH3:14])(=[O:13])=[O:12])[CH:8]=[CH:7][C:3]=1[C:4]([C:20]1[CH:21]=[C:16]([Cl:15])[CH:17]=[C:18]([CH3:23])[C:19]=1[OH:22])=[O:5] |f:2.3.4.5|. Procedure details: 5.06 g of 2-chloro-4-methylsulfonylbenzoyl chloride are added in portions at room temperature to a mixture of 2.85 g of 4-chloro-2-methylphenol and 5.40 g of aluminum chloride in 100 ml of 1,1,2,2-tetra chloroethane, and the mixture is subsequently refluxed for 7 hours. When cold, the reaction mixture is poured onto 200 g of ice and 500 ml of concentrated hydrochloric acid. The organic phase is separated off, and the aqueous phase is extracted twice using 50 ml of dichloromethane. The combined o... The reactants are CC(=O)O, CO, OC(CCl)COc1cccc(-c2nc(C(F)(F)F)c[nH]2)c1, [K+], [OH-]. Yields the product FC(F)(F)c1c[nH]c(-c2cccc(OCC3CO3)c2)n1. Reaction SMILES: [CH3:24][C:25](=[O:26])[OH:27].[CH3:28][OH:29].[Cl:1][CH2:2][CH:3]([CH2:4][O:5][c:6]1[cH:7][c:8](-[c:12]2[nH:13][cH:14][c:15]([C:17]([F:18])([F:19])[F:20])[n:16]2)[cH:9][cH:10][cH:11]1)[OH:21].[K+:23].[OH-:22]>>[CH2:2]1[CH:3]([CH2:4][O:5][c:6]2[cH:7][c:8](-[c:12]3[nH:13][cH:14][c:15]([C:17]([F:18])([F:19])[F:20])[n:16]3)[cH:9][cH:10][cH:11]2)[O:21]1.